This data is from the Open Reaction Database (ORD), a public repository of structured organic reaction records. The task is: describe an organic reaction: reactants, conditions, products, and yield Starting materials: NC=1C=C2CCC(N(C2=CC1)CCN(C)C)=O (6-amino-1-(2-(dimethylamino)ethyl)-3,4-dihydroquinolin-2(1H)-one), I.S1C(=CC=C1)C(=N)SC (methyl thiophene-2-carbimidothioate hydroiodide). The solvent is CCOCC (ether), C(C)O (ethanol). Conditions: time 18 hour. The product is CN(CCN1C(CCC2=CC(=CC=C12)NC(=N)C=1SC=CC1)=O)C (N-(1-(2-(dimethylamino)ethyl)-2-oxo-1,2,3,4-tetrahydroquinolin-6-yl)thiophene-2-carboximidamide). As a reaction SMILES: [NH2:1][C:2]1[CH:3]=[C:4]2[C:9](=[CH:10][CH:11]=1)[N:8]([CH2:12][CH2:13][N:14]([CH3:16])[CH3:15])[C:7](=[O:17])[CH2:6][CH2:5]2.I.[S:19]1[CH:23]=[CH:22][CH:21]=[C:20]1[C:24](SC)=[NH:25]>C(O)C.CCOCC>[CH3:16][N:14]([CH3:15])[CH2:13][CH2:12][N:8]1[C:9]2[C:4](=[CH:3][C:2]([NH:1][C:24]([C:20]3[S:19][CH:23]=[CH:22][CH:21]=3)=[NH:25])=[CH:11][CH:10]=2)[CH2:5][CH2:6][C:7]1=[O:17] |f:1.2|. Procedure: A solution of 6-amino-1-(2-(dimethylamino)ethyl)-3,4-dihydroquinolin-2(1H)-one (0.280 g, 1.20 mmol) in absolute ethanol (5 mL) was treated with methyl thiophene-2-carbimidothioate hydroiodide (0.684 g, 2.40 mmol) at room temperature and the resulting mixture was stirred overnight (18 h). The reaction was diluted with ether (45 mL) and the precipitate collected by vacuum filtration. The precipitate was washed from the filter with methanol and the solvent was evaporated. The residue was diluted wi... The reactants are Cc1ccc(CC(=O)O)cc1, COc1ccc(N)cn1. Reagents/catalysts: CCN=C=NCCCN(C)C.Cl (EDC-HCl), CN1CCOCC1 (NMM), C1CC(=O)N(C1=O)O (N-Hydroxysuccinimide). Run in CN(C)C=O (DMF), CN(C)C=O (DMF), CN(C)C=O (DMF), CN(C)C=O (DMF), CN(C)C=O (DMF), CN(C)C=O (DMF). Run at temperature 25 celsius, time 2 hour. Yields the product COc1ccc(NC(=O)Cc2ccc(C)cc2)cn1. Yield: 33.1%. As a reaction SMILES: COc1ccc(N)cn1.Cc1ccc(CC(=O)O)cc1.CCN=C=NCCCN(C)C.Cl.C1CC(=O)N(C1=O)O.CN1CCOCC1.CN(C)C=O>>COc1ccc(NC(=O)Cc2ccc(C)cc2)cn1. Starting materials: C(C(C)O)O (propylene glycol). Run in C(C(F)(F)F)(C(F)(F)F)O (HFIP). Yields the product C1(CCCCCO1)=O.C[C@H]1C(=O)O[C@H](C(=O)O1)C (ε-CAPROLACTONE L-LACTIDE). As a reaction SMILES: [CH2:1]([OH:5])[CH:2]([OH:4])[CH3:3]>C(O)(C(F)(F)F)C(F)(F)F>[C:1]1(=[O:5])[O:5][CH2:1][CH2:2][CH2:3][CH2:3][CH2:2]1.[CH3:3][C@@H:2]1[O:4][C:1](=[O:5])[C@H:2]([CH3:3])[O:4][C:1]1=[O:5] |f:2.3|. Procedure: The procedure in Example 3 was substantially repeated, except that 4.4 mL (60 mmol) propylene glycol (USP grade) was used instead of 5.6 mL of 1-dodecanol. The copolymer had an inherent viscosity of 0.17 dL/g in HFIP at 25° C. Starting materials: [BH4-], CCCCCCCCC=CCCCCCCCCOc1ccc(C=O)cc1OCCCCCCCCC=CCCCCCCCC, CNC, CCO, CC(C)[O-], CC(C)[O-], CC(C)[O-], CC(C)[O-], Cl, N, [Na+], [Ti+4]. Yields the product CCCCCCCCC=CCCCCCCCCOc1ccc(CN(C)C)cc1OCCCCCCCCC=CCCCCCCCC. Reaction SMILES: [BH4-:51].[CH2:5]([CH2:6][CH2:7][CH2:8][CH2:9][CH2:10][CH2:11][CH2:12][CH:13]=[CH:14][CH2:15][CH2:16][CH2:17][CH2:18][CH2:19][CH2:20][CH2:21][CH3:22])[O:23][c:24]1[cH:25][c:26]([CH:27]=[O:28])[cH:29][cH:30][c:31]1[O:32][CH2:33][CH2:34][CH2:35][CH2:36][CH2:37][CH2:38][CH2:39][CH2:40][CH:41]=[CH:42][CH2:43][CH2:44][CH2:45][CH2:46][CH2:47][CH2:48][CH2:49][CH3:50].[CH3:2][NH:3][CH3:4].[CH3:54][CH2:55][OH:56].[CH3:57][CH:58]([CH3:59])[O-:60].[CH3:61][CH:62]([CH3:63])[O-:64].[CH3:65][CH:66]([CH3:67])[O-:68].[CH3:69][CH:70]([CH3:71])[O-:72].[ClH:1].[NH3:53].[Na+:52].[Ti+4:73]>>[CH3:2][N:3]([CH3:4])[CH2:27][c:26]1[cH:25][c:24]([O:23][CH2:5][CH2:6][CH2:7][CH2:8][CH2:9][CH2:10][CH2:11][CH2:12][CH:13]=[CH:14][CH2:15][CH2:16][CH2:17][CH2:18][CH2:19][CH2:20][CH2:21][CH3:22])[c:31]([O:32][CH2:33][CH2:34][CH2:35][CH2:36][CH2:37][CH2:38][CH2:39][CH2:40][CH:41]=[CH:42][CH2:43][CH2:44][CH2:45][CH2:46][CH2:47][CH2:48][CH2:49][CH3:50])[cH:30][cH:29]1. The reactants are CS(=O)(=O)CCC1(Cc2ccccc2)CCN(Cc2ccccc2)C1=O, OC1(c2nc3ccccc3n2Cc2ccc(F)cc2)CCNCC1. Product: O=C1N(Cc2ccccc2)CCC1(CCN1CCC(O)(c2nc3ccccc3n2Cc2ccc(F)cc2)CC1)Cc1ccccc1. RXN SMILES: [CH2:1]([c:2]1[cH:3][cH:4][cH:5][cH:6][cH:7]1)[N:8]1[C:9](=[O:26])[C:10]([CH2:13][CH2:14][S:15]([CH3:16])(=[O:17])=[O:18])([CH2:19][c:20]2[cH:21][cH:22][cH:23][cH:24][cH:25]2)[CH2:11][CH2:12]1.[F:27][c:28]1[cH:29][cH:30][c:31]([CH2:32][n:33]2[c:34]([C:42]3([OH:48])[CH2:43][CH2:44][NH:45][CH2:46][CH2:47]3)[n:35][c:36]3[c:37]2[cH:38][cH:39][cH:40][cH:41]3)[cH:49][cH:50]1>>[CH2:1]([c:2]1[cH:3][cH:4][cH:5][cH:6][cH:7]1)[N:8]1[C:9](=[O:26])[C:10]([CH2:13][CH2:14][N:45]2[CH2:44][CH2:43][C:42]([c:34]3[n:33]([CH2:32][c:31]4[cH:30][cH:29][c:28]([F:27])[cH:50][cH:49]4)[c:37]4[c:36]([n:35]3)[cH:41][cH:40][cH:39][cH:38]4)([OH:48])[CH2:47][CH2:46]2)([CH2:19][c:20]2[cH:21][cH:22][cH:23][cH:24][cH:25]2)[CH2:11][CH2:12]1. The reactants are CCOC(C)=O, Cl, CCCc1nc(CC)n(-c2ccc(N3CCC4(CC3)OCCO4)cc2)c(=O)c1Cc1ccc(-c2ccccc2-c2noc(=O)[nH]2)cc1, C1CCOC1. The product is CCCc1nc(CC)n(-c2ccc(N3CCC(=O)CC3)cc2)c(=O)c1Cc1ccc(-c2ccccc2-c2noc(=O)[nH]2)cc1. Reaction SMILES: [CH3:54][CH2:55][O:56][C:57](=[O:58])[CH3:59].[ClH:48].[O:1]1[CH2:3][CH2:2][O:4][C:5]12[CH2:6][CH2:7][N:8]([c:11]1[cH:12][cH:13][c:14](-[n:17]3[c:18]([CH2:46][CH3:47])[n:19][c:20]([CH2:43][CH2:44][CH3:45])[c:21]([CH2:24][c:25]4[cH:26][cH:27][c:28](-[c:31]5[c:32](-[c:37]6[n:38][o:39][c:40](=[O:42])[nH:41]6)[cH:33][cH:34][cH:35][cH:36]5)[cH:29][cH:30]4)[c:22]3=[O:23])[cH:15][cH:16]1)[CH2:9][CH2:10]2.[O:49]1[CH2:50][CH2:51][CH2:52][CH2:53]1>>[O:4]=[C:5]1[CH2:6][CH2:7][N:8]([c:11]2[cH:12][cH:13][c:14](-[n:17]3[c:18]([CH2:46][CH3:47])[n:19][c:20]([CH2:43][CH2:44][CH3:45])[c:21]([CH2:24][c:25]4[cH:26][cH:27][c:28](-[c:31]5[c:32](-[c:37]6[n:38][o:39][c:40](=[O:42])[nH:41]6)[cH:33][cH:34][cH:35][cH:36]5)[cH:29][cH:30]4)[c:22]3=[O:23])[cH:15][cH:16]2)[CH2:9][CH2:10]1. Starting materials: [Br-], CC[Mg+], N#CC1CCN(Cc2ccccc2)C1, CCOCC, Cl, [Na+], [OH-]. Product: NC1(C2CCN(Cc3ccccc3)C2)CC1. Reaction SMILES: [Br-:15].[CH2:16]([CH3:17])[Mg+:18].[CH2:1]([c:2]1[cH:3][cH:4][cH:5][cH:6][cH:7]1)[N:8]1[CH2:9][CH:10]([C:13]#[N:14])[CH2:11][CH2:12]1.[CH3:22][CH2:23][O:24][CH2:25][CH3:26].[ClH:19].[Na+:21].[OH-:20]>>[CH2:1]([c:2]1[cH:3][cH:4][cH:5][cH:6][cH:7]1)[N:8]1[CH2:9][CH:10]([C:13]2([NH2:14])[CH2:16][CH2:17]2)[CH2:11][CH2:12]1. Starting materials: O=C([O-])[O-], COc1ccc2c(c1)Sc1cc(OC)ccc1N2, COS(=O)(=O)OC, COCCOCCN(CCOCCOC)CCOCCOC, Cc1ccccc1, Cl, [K+], [K+]. Product: COc1ccc2c(c1)Sc1cc(OC)ccc1N2C. As a reaction SMILES: [C:19](=[O:20])([O-:21])[O-:22].[CH3:1][O:2][c:3]1[cH:4][cH:5][c:6]2[c:15]([cH:16]1)[S:14][c:13]1[c:8]([cH:9][cH:10][c:11]([O:17][CH3:18])[cH:12]1)[NH:7]2.[CH3:25][O:26][S:27]([O:28][CH3:29])(=[O:30])=[O:31].[CH3:32][O:33][CH2:34][CH2:35][O:36][CH2:37][CH2:38][N:39]([CH2:40][CH2:41][O:42][CH2:43][CH2:44][O:45][CH3:46])[CH2:47][CH2:48][O:49][CH2:50][CH2:51][O:52][CH3:53].[CH3:55][c:56]1[cH:57][cH:58][cH:59][cH:60][cH:61]1.[ClH:54].[K+:23].[K+:24]>>[CH3:1][O:2][c:3]1[cH:4][cH:5][c:6]2[c:15]([cH:16]1)[S:14][c:13]1[c:8]([cH:9][cH:10][c:11]([O:17][CH3:18])[cH:12]1)[N:7]2[CH3:19]. The reactants are CP(OCC)(OCC)=O (diethyl methylphosphonate), C(CCC)[Li] (n-butyllithium), C[Si](C=1C=C(CBr)C=CC1)(C)C (m-Trimethylsilylbenzyl Bromide). The solvent is C1CCOC1 (THF), C1CCOC1 (THF). Reaction conditions: temperature -10 celsius, time 45 minute. Yields the product C[Si](C=1C=C(C=CC1)CCP(OCC)(OCC)=O)(C)C (Diethyl m-trimethylsilylphenylethylphosphonate). Isolated yield 52.6%. Reaction SMILES: [CH3:1][P:2](=[O:9])([O:6][CH2:7][CH3:8])[O:3][CH2:4][CH3:5].C([Li])CCC.[CH3:15][Si:16]([CH3:26])([CH3:25])[C:17]1[CH:18]=[C:19]([CH:22]=[CH:23][CH:24]=1)[CH2:20]Br>C1COCC1>[CH3:15][Si:16]([CH3:25])([CH3:26])[C:17]1[CH:18]=[C:19]([CH2:20][CH2:1][P:2](=[O:9])([O:6][CH2:7][CH3:8])[O:3][CH2:4][CH3:5])[CH:22]=[CH:23][CH:24]=1. Procedure details: To a solution of diethyl methylphosphonate (2.28 g, 15 mmol) in THF (20 ml) was added n-butyllithium (17 mmol, 1.6 M solution in hexane) at −78° C. After 45 min, the white suspension was added to a solution of the bromide 37 (3.65 g, 15 mmol) in THF (20 ml) and the mixture was stirred for 1.5 h. The temperature was then increased to −10° C. and after 1 h the deeply red colored solution was quenched by addition of saturated NH4Cl (aq). Volatiles were removed under reduced pressure and the residue...